Dataset: the Open Reaction Database (ORD), a public repository of structured organic reaction records. Task: describe an organic reaction: reactants, conditions, products, and yield The reactants are [BH4-], CO, ClCCl, O=C(Cc1ccccc1F)C1CCN(Cc2ncc[nH]c2=O)CC1, [Na+], O. Reaction SMILES: [BH4-:25].[CH3:31][OH:32].[Cl:28][CH2:29][Cl:30].[F:1][c:2]1[c:3]([CH2:8][C:9](=[O:10])[CH:11]2[CH2:12][CH2:13][N:14]([CH2:17][c:18]3[c:19](=[O:24])[nH:20][cH:21][cH:22][n:23]3)[CH2:15][CH2:16]2)[cH:4][cH:5][cH:6][cH:7]1.[Na+:26].[OH2:27]>>[F:1][c:2]1[c:3]([CH2:8][CH:9]([OH:10])[CH:11]2[CH2:12][CH2:13][N:14]([CH2:17][c:18]3[c:19](=[O:24])[nH:20][cH:21][cH:22][n:23]3)[CH2:15][CH2:16]2)[cH:4][cH:5][cH:6][cH:7]1. The product is O=c1[nH]ccnc1CN1CCC(C(O)Cc2ccccc2F)CC1.